This data is from the Open Reaction Database (ORD), a public repository of structured organic reaction records. The task is: describe an organic reaction: reactants, conditions, products, and yield Starting materials: C(#C)C1(CCCCC1)N (1-ethynylcyclohexylamine), C1COS(=O)(=O)C1 (1,3-propane sultone). Run in C1CCOC1 (THF). Conditions: time 8 hour. The product is C(#C)C1(CCCCC1)NCCCS(=O)(=O)O (3-(1-ethynylcyclohexyl)amino-1-propanesulfonic acid). Isolated yield 75.0%. Reaction SMILES: [C:1]([C:3]1([NH2:9])[CH2:8][CH2:7][CH2:6][CH2:5][CH2:4]1)#[CH:2].[CH2:10]1[CH2:16][S:13](=[O:15])(=[O:14])[O:12][CH2:11]1>C1COCC1>[C:1]([C:3]1([NH:9][CH2:11][CH2:10][CH2:16][S:13]([OH:15])(=[O:14])=[O:12])[CH2:8][CH2:7][CH2:6][CH2:5][CH2:4]1)#[CH:2]. Reported procedure: A mixture of 1-ethynylcyclohexylamine (6 g, 48.7 mmol) and 1,3-propane sultone (6.55 g, 53.6 mmol) in THF (35 mL) was heated at reflux for 2 hours (thick paste). The mixture was cooled to room temperature. The solid was collected by filtration, rinsed with THF (3×5 mL), air-dried 15 minutes (7.3 g). The solid was suspended in ethanol (30 mL) and the suspension was heated at reflux for 1 hour. The mixture was then cooled to room temperature and the solid was collected by suction filtration, rinse... The product is NCCCCc1ccc(CC(=O)O)cc1. Starting materials: [N-]=[N+]=NCCCCc1ccc(CC(=O)O)cc1, C1CCOC1, O, c1ccc(P(c2ccccc2)c2ccccc2)cc1. Reaction SMILES: [C:1](=[O:2])([OH:3])[CH2:4][c:5]1[cH:6][cH:7][c:8]([CH2:11][CH2:12][CH2:13][CH2:14][N:15]=[N+:16]=[N-:17])[cH:9][cH:10]1.[CH2:38]1[O:39][CH2:40][CH2:41][CH2:42]1.[OH2:37].[c:18]1([P:19]([c:20]2[cH:21][cH:22][cH:23][cH:24][cH:25]2)[c:26]2[cH:27][cH:28][cH:29][cH:30][cH:31]2)[cH:32][cH:33][cH:34][cH:35][cH:36]1>>[C:1](=[O:2])([OH:3])[CH2:4][c:5]1[cH:6][cH:7][c:8]([CH2:11][CH2:12][CH2:13][CH2:14][NH2:15])[cH:9][cH:10]1.